Dataset: the Open Reaction Database (ORD), a public repository of structured organic reaction records. Task: describe an organic reaction: reactants, conditions, products, and yield Reactants: COCCOC, NCCc1ccccn1, CS(=O)(=O)c1nc(N)nc(-c2ccco2)c1C#N. Product: N#Cc1c(NCCc2ccccn2)nc(N)nc1-c1ccco1. As a reaction SMILES: [CH3:28][O:29][CH2:30][CH2:31][O:32][CH3:33].[NH2:19][CH2:20][CH2:21][c:22]1[n:23][cH:24][cH:25][cH:26][cH:27]1.[NH2:1][c:2]1[n:3][c:4]([S:15]([CH3:16])(=[O:17])=[O:18])[c:5]([C:13]#[N:14])[c:6](-[c:8]2[o:9][cH:10][cH:11][cH:12]2)[n:7]1>>[NH2:1][c:2]1[n:3][c:4]([NH:19][CH2:20][CH2:21][c:22]2[n:23][cH:24][cH:25][cH:26][cH:27]2)[c:5]([C:13]#[N:14])[c:6](-[c:8]2[o:9][cH:10][cH:11][cH:12]2)[n:7]1.